From a dataset of the Open Reaction Database (ORD), a public repository of structured organic reaction records. describe an organic reaction: reactants, conditions, products, and yield The reactants are FC(C(=O)O)(F)F (Trifluoroacetic acid), C(C)(C)(C)OC(CCCOC1=C(C=C(C=C1)C(=O)N1C2=C(NC=3N(N=CC3C1)C)C=CC=C2)C)=O (4-[2-methyl-4-(3-methyl-4,10-dihydro-3H-2,3,4,9-tetraaza-benzo[f]azulene-9-carbonyl)-phenoxy]-butyric acid tert-butyl ester). Run in ClCCl (dichloromethane). Run at time 2 hour. Product: CC1=C(OCCCC(=O)O)C=CC(=C1)C(=O)N1C2=C(NC=3N(N=CC3C1)C)C=CC=C2 (4-[2-Methyl-4-(3-methyl-4,10-dihydro-3H-2,3,4,9-tetraaza-benzo[f]azulene-9-carbonyl)-phenoxy]-butyric Acid). The yield is 100.0%. RXN SMILES: FC(F)(F)C(O)=O.C([O:12][C:13](=[O:42])[CH2:14][CH2:15][CH2:16][O:17][C:18]1[CH:23]=[CH:22][C:21]([C:24]([N:26]2[CH2:35][C:34]3[CH:33]=[N:32][N:31]([CH3:36])[C:30]=3[NH:29][C:28]3[CH:37]=[CH:38][CH:39]=[CH:40][C:27]2=3)=[O:25])=[CH:20][C:19]=1[CH3:41])(C)(C)C>ClCCl>[CH3:41][C:19]1[CH:20]=[C:21]([C:24]([N:26]2[CH2:35][C:34]3[CH:33]=[N:32][N:31]([CH3:36])[C:30]=3[NH:29][C:28]3[CH:37]=[CH:38][CH:39]=[CH:40][C:27]2=3)=[O:25])[CH:22]=[CH:23][C:18]=1[O:17][CH2:16][CH2:15][CH2:14][C:13]([OH:42])=[O:12]. Reported procedure: Trifluoroacetic acid (5 ml) was added to a solution of 4-[2-methyl-4-(3-methyl-4,10-dihydro-3H-2,3,4,9-tetraaza-benzo[f]azulene-9-carbonyl)-phenoxy]-butyric acid tert-butyl ester from Example E76.1 (80 mg, 0.17 mmol) in dichloromethane (10 ml). The mixture was stirred for 2 h at room temperature, concentrated in vacuo and azeotroped with dichloromethane to yield the title compound (71 mg, 100%). The product is Cl.N1=CNC2=C1C=CC=C2OCC(CNCCNC2=C(C=CC=C2C)C)O (1-(Benzimidazolin-4-yloxy)-3-[2-(2,6-dimethylphenylamino)-ethylamino]-propan-2-ol hydrochloride). Starting materials: C(=O)(Cl)Cl (Phosgene), Cl.Cl.Cl.NC1=C(C=CC=C1N)OCC(CNCCNC1=C(C=CC=C1C)C)O (2,3-diamino-1-{2-hydroxy-3-[2-(2,6-dimethylphenylamino)-ethylamino]-propoxy}-benzene trihydrochloride). RXN SMILES: [C:1](Cl)([Cl:3])=O.Cl.Cl.Cl.[NH2:8][C:9]1[C:14]([NH2:15])=[CH:13][CH:12]=[CH:11][C:10]=1[O:16][CH2:17][CH:18]([OH:32])[CH2:19][NH:20][CH2:21][CH2:22][NH:23][C:24]1[C:29]([CH3:30])=[CH:28][CH:27]=[CH:26][C:25]=1[CH3:31]>O>[ClH:3].[N:15]1[C:14]2[CH:13]=[CH:12][CH:11]=[C:10]([O:16][CH2:17][CH:18]([OH:32])[CH2:19][NH:20][CH2:21][CH2:22][NH:23][C:24]3[C:29]([CH3:30])=[CH:28][CH:27]=[CH:26][C:25]=3[CH3:31])[C:9]=2[NH:8][CH:1]=1 |f:1.2.3.4,6.7|. Run in O (water). Reported procedure: Phosgene is passed into a solution of 21.5 g. 2,3-diamino-1-{2-hydroxy-3-[2-(2,6-dimethylphenylamino)-ethylamino]-propoxy}-benzene trihydrochloride in 400 ml. water for 45 minutes, while cooling (internal temperature 20° to 25° C.). After flushing with nitrogen, the aqueous supernatant is decanted off and the precipitate recrystallized from ethanol/methanol (1:1 v/v), with the addition of active charcoal. There are obtained 6.6 g. (35% of theory) of the desired compound; m.p. 248°-250° C.